Dataset: the Open Reaction Database (ORD), a public repository of structured organic reaction records. Task: describe an organic reaction: reactants, conditions, products, and yield Reaction SMILES: O.O.C([O-])(=O)C.[Zn+2:7].C([O-])(=O)C.[CH2:12]([CH:16]([CH2:23][CH2:24][CH2:25][CH2:26][CH2:27][CH3:28])[CH2:17][O:18][P:19](=[O:22])([OH:21])[OH:20])[CH2:13][CH2:14][CH3:15]>CO>[CH2:12]([CH:16]([CH2:23][CH2:24][CH2:25][CH2:26][CH2:27][CH3:28])[CH2:17][O:18][P:19]([O-:22])([O-:21])=[O:20])[CH2:13][CH2:14][CH3:15].[Zn+2:7] |f:0.1.2.3.4,7.8|. Starting materials: O.O.C(C)(=O)[O-].[Zn+2].C(C)(=O)[O-] (zinc acetate dihydrate), C(CCC)C(COP(O)(O)=O)CCCCCC (mono(2-butyloctyl)phosphoric acid). Product: C(CCC)C(COP(=O)([O-])[O-])CCCCCC.[Zn+2] (zinc mono(2-butyloctyl)phosphate). Reported procedure: A solution of 1 mole of zinc acetate dihydrate in 750 ml of methanol at 55°C was added to a solution of 0.7 mole of mono(2-butyloctyl)phosphoric acid in 500 ml of methanol. Run in CO (methanol), CO (methanol). Starting materials: Br.OCCNCC1=C(C(=CC=C1)Cl)Cl (N-hydroxyethyl-2,3-dichlorobenzylamine hydrobromide), [Cl-].[Al+3].[Cl-].[Cl-] (aluminum chloride), [Cl-].[NH4+] (ammonium chloride). Product: Cl.ClC1=CC=C2CCNCC2=C1Cl (7,8-dichloro-1,2,3,4-tetrahydroisoquinoline hydrochloride). Yield: 150.2%. Reaction SMILES: Br.O[CH2:3][CH2:4][NH:5][CH2:6][C:7]1[CH:12]=[CH:11][CH:10]=[C:9]([Cl:13])[C:8]=1[Cl:14].[Cl-].[Al+3].[Cl-].[Cl-].[Cl-].[NH4+]>>[ClH:13].[Cl:13][C:9]1[C:8]([Cl:14])=[C:7]2[C:12]([CH2:3][CH2:4][NH:5][CH2:6]2)=[CH:11][CH:10]=1 |f:0.1,2.3.4.5,6.7,8.9|. Reported procedure: Using the same reaction conditions and methods of isolation N-hydroxyethyl-2,3-dichlorobenzylamine hydrobromide (2.0 g, 6.0 mm) was reacted in a melt of 5 g (37.5 mm) of aluminum chloride-0.3 g (5.6 mm) of ammonium chloride to give 1.19 g (75.3%) of 7,8-dichloro-1,2,3,4-tetrahydroisoquinoline hydrochloride which was 95.1% pure by high pressure liquid chromatography. Reactants: C(C)OC(COC1=C(C2=CC=C(C=C2C=C1)C1=C(C2=C(S1)C=CC=C2)C(CC2=CC=CC=C2)=O)Br)=O ([1-bromo-6-(3-phenylacetyl-benzo[b]thiophen-2-yl)-naphthalen-2-yloxy]-acetic acid ethyl ester), [OH-].[K+] (potassium hydroxide), Cl (hydrochloric acid). The solvent is C1CCOC1 (THF), O (water), O (water). Reaction conditions: time 2 hour. Product: BrC1=C(C=CC2=CC(=CC=C12)C1=C(C2=C(S1)C=CC=C2)C(CC2=CC=CC=C2)=O)OCC(=O)O ([1-bromo-6-(3-phenylacetyl-benzo[b]thiophen-2-yl)-naphthalen-2-yloxy]-acetic acid). Yield: 24.6%. As a reaction SMILES: C([O:3][C:4](=[O:36])[CH2:5][O:6][C:7]1[CH:16]=[CH:15][C:14]2[C:9](=[CH:10][CH:11]=[C:12]([C:17]3[S:21][C:20]4[CH:22]=[CH:23][CH:24]=[CH:25][C:19]=4[C:18]=3[C:26](=[O:34])[CH2:27][C:28]3[CH:33]=[CH:32][CH:31]=[CH:30][CH:29]=3)[CH:13]=2)[C:8]=1[Br:35])C.[OH-].[K+].Cl>C1COCC1.O>[Br:35][C:8]1[C:9]2[C:14](=[CH:13][C:12]([C:17]3[S:21][C:20]4[CH:22]=[CH:23][CH:24]=[CH:25][C:19]=4[C:18]=3[C:26](=[O:34])[CH2:27][C:28]3[CH:33]=[CH:32][CH:31]=[CH:30][CH:29]=3)=[CH:11][CH:10]=2)[CH:15]=[CH:16][C:7]=1[O:6][CH2:5][C:4]([OH:36])=[O:3] |f:1.2|. Reported procedure: A mixture of [1-bromo-6-(3-phenylacetyl-benzo[b]thiophen-2-yl)-naphthalen-2-yloxy]-acetic acid ethyl ester (0.427 g, 0.764 mmol) and potassium hydroxide (0.162 g 2.89 mmol) in THF (125 mL) and water (125 mL) was stirred at ambient temperature for two hours. It was then poured in excess water and acidified with 2N hydrochloric acid. This was then extracted with ethyl acetate and washed with water and brine. The organic phase was dried with anhydrous magnesium sulfate, filtered, solvent evaporated... Reactants: CC1=C(N=C(O1)C1=CC=CC=C1)COC=1C=C(CSC=2C=C(C=O)C=CC2)C=CC1 (3-[3-[(5-methyl-2-phenyl-4-oxazolyl)methoxy]benzylthio]benzaldehyde), C(CC(=O)OCC)(=O)OCC (diethyl malonate), C(C1=CC=CC=C1)(=O)O (benzoic acid), N1CCCCC1 (piperidine). The solvent is C1(=CC=CC=C1)C (toluene). Run at temperature 0 celsius, time 1 hour. The product is CC1=C(N=C(O1)C1=CC=CC=C1)COC=1C=C(CSC=2C=C(CC(C(=O)OCC)C(=O)OCC)C=CC2)C=CC1 (diethyl 2-[3-[3-[(5-methyl-2-phenyl-4-oxazolyl)methoxy]benzylthio]benzyl]malonate). Isolated yield 65.9%. Reaction SMILES: [CH3:1][C:2]1[O:6][C:5]([C:7]2[CH:12]=[CH:11][CH:10]=[CH:9][CH:8]=2)=[N:4][C:3]=1[CH2:13][O:14][C:15]1[CH:16]=[C:17]([CH:28]=[CH:29][CH:30]=1)[CH2:18][S:19][C:20]1[CH:21]=[C:22]([CH:25]=[CH:26][CH:27]=1)[CH:23]=O.[C:31]([O:39][CH2:40][CH3:41])(=[O:38])[CH2:32][C:33]([O:35][CH2:36][CH3:37])=[O:34].C(O)(=O)C1C=CC=CC=1.N1CCCCC1>C1(C)C=CC=CC=1>[CH3:1][C:2]1[O:6][C:5]([C:7]2[CH:8]=[CH:9][CH:10]=[CH:11][CH:12]=2)=[N:4][C:3]=1[CH2:13][O:14][C:15]1[CH:16]=[C:17]([CH:28]=[CH:29][CH:30]=1)[CH2:18][S:19][C:20]1[CH:21]=[C:22]([CH:25]=[CH:26][CH:27]=1)[CH2:23][CH:32]([C:33]([O:35][CH2:36][CH3:37])=[O:34])[C:31]([O:39][CH2:40][CH3:41])=[O:38]. Procedure: A mixture of 3-[3-[(5-methyl-2-phenyl-4-oxazolyl)methoxy]benzylthio]benzaldehyde (0.80 g), diethyl malonate (0.37 g), benzoic acid (0.07 g), piperidine (0.05 g) and toluene (40 mL) was heated under reflux for 4 hrs. with azeotropic dehydration. The reaction mixture was concentrated, water was added to the residue and the mixture was extracted with ethyl acetate. The organic layer was washed successively with saturated aqueous sodium hydrogencarbonate, dilute hydrochloric acid and water, dried ov... The reactants are CC(=O)C (acetone), ClC=1C=CC(=C(C=O)C1)OC (5-chloro-2-methoxybenzaldehyde), CC(=O)C (acetone), [OH-].[Na+] (sodium hydroxide). Solvent: O (water). Run at time 2 hour. The product is ClC=1C=CC(=C(C1)C=CC(C)=O)OC (4-(5-chloro-2-methoxyphenyl)-3-buten-2-one). Reaction SMILES: [OH-].[Na+].[Cl:3][C:4]1[CH:5]=[CH:6][C:7]([O:12][CH3:13])=[C:8]([CH:11]=1)[CH:9]=O.[CH3:14][C:15]([CH3:17])=[O:16]>O>[Cl:3][C:4]1[CH:5]=[CH:6][C:7]([O:12][CH3:13])=[C:8]([CH:9]=[CH:14][C:15](=[O:16])[CH3:17])[CH:11]=1 |f:0.1|. Reported procedure: In water (100 ml) was dissolved sodium hydroxide (3.0 g), and to the solution was added acetone (80 ml) and then was added dropwise a solution of 5-chloro-2-methoxybenzaldehyde (11.8 g) in acetone (30 ml). The reaction solution was stirred at room temperature for 2 hours, and acetone was evaporated under reduced pressure. The residue was extracted with ethyl acetate, and the organic layer was washed with water and saturated brine and concentrated under reduced pressure. The residue was purified ...